Dataset: the Open Reaction Database (ORD), a public repository of structured organic reaction records. Task: describe an organic reaction: reactants, conditions, products, and yield The reactants are N1CCOCC1 (morpholine), CN1N=CC(=C1C(NC=1C=CC=2N(C1)N=C(N2)N2CCCC2)=O)C(=O)O (1-Methyl-5-(2-pyrrolidin-1-yl-[1,2,4]triazolo[1,5-a]pyridin-6-ylcarbamoyl)-1H-pyrazole-4-carboxylic acid), solid. The product is N1(CCCC1)C1=NN2C(C=CC(=C2)NC(=O)C=2N(N=CC2C(=O)N2CCOCC2)C)=N1 (2-Methyl-4-(morpholine-4-carbonyl)-2H-pyrazole-3-carboxylic acid (2-pyrrolidin-1-yl-[1,2,4]triazolo[1,5-a]pyridin-6-yl)-amide). Reaction SMILES: [NH:1]1[CH2:6][CH2:5][O:4][CH2:3][CH2:2]1.[CH3:7][N:8]1[C:12]([C:13](=[O:29])[NH:14][C:15]2[CH:16]=[CH:17][C:18]3[N:19]([N:21]=[C:22]([N:24]4[CH2:28][CH2:27][CH2:26][CH2:25]4)[N:23]=3)[CH:20]=2)=[C:11]([C:30](O)=[O:31])[CH:10]=[N:9]1>>[N:24]1([C:22]2[N:23]=[C:18]3[CH:17]=[CH:16][C:15]([NH:14][C:13]([C:12]4[N:8]([CH3:7])[N:9]=[CH:10][C:11]=4[C:30]([N:1]4[CH2:6][CH2:5][O:4][CH2:3][CH2:2]4)=[O:31])=[O:29])=[CH:20][N:19]3[N:21]=2)[CH2:28][CH2:27][CH2:26][CH2:25]1. Reported procedure: Using morpholine and 1-Methyl-5-(2-pyrrolidin-1-yl-[1,2,4]triazolo[1,5-a]pyridin-6-ylcarbamoyl)-1H-pyrazole-4-carboxylic acid, the title compound was prepared in the same manner as described for example 2. White solid (68 mg,95%). MS: m/z=425 (M+H+). Reactants: O=C(O)c1cc2cccc(Br)c2s1, CC(=O)O, CCN(C(C)C)C(C)C, CN(C)C=O, [N-]=[N+]=NP(=O)(Oc1ccccc1)Oc1ccccc1. Yields the product Nc1cc2cccc(Br)c2s1. As a reaction SMILES: [Br:1][c:2]1[cH:3][cH:4][cH:5][c:6]2[cH:7][c:8]([C:11]([OH:12])=[O:13])[s:9][c:10]12.[CH3:42][C:43](=[O:44])[OH:45].[CH:14]([N:17]([CH2:15][CH3:16])[CH:18]([CH3:19])[CH3:20])([CH3:21])[CH3:22].[O:46]=[CH:47][N:48]([CH3:49])[CH3:50].[P:23]([N:24]=[N+:25]=[N-:26])(=[O:27])([O:28][c:29]1[cH:30][cH:31][cH:32][cH:33][cH:34]1)[O:35][c:36]1[cH:37][cH:38][cH:39][cH:40][cH:41]1>>[Br:1][c:2]1[cH:3][cH:4][cH:5][c:6]2[cH:7][c:8]([NH2:17])[s:9][c:10]12. Reactants: C1COCCN1, C1CCOC1, Cn1c2ccc([N+](=O)[O-])cc2c2cc(C(=O)O)sc21, O=S(Cl)Cl. Product: Cn1c2ccc([N+](=O)[O-])cc2c2cc(C(=O)N3CCOCC3)sc21. Reaction SMILES: [CH2:24]1[CH2:25][O:26][CH2:27][CH2:28][NH:29]1.[CH2:30]1[O:31][CH2:32][CH2:33][CH2:34]1.[CH3:1][n:2]1[c:3]2[c:4]([c:5]3[cH:6][c:7]([N+:11](=[O:12])[O-:13])[cH:8][cH:9][c:10]13)[cH:14][c:15]([C:17](=[O:18])[OH:19])[s:16]2.[S:20]([Cl:21])([Cl:22])=[O:23]>>[CH3:1][n:2]1[c:3]2[c:4]([c:5]3[cH:6][c:7]([N+:11](=[O:12])[O-:13])[cH:8][cH:9][c:10]13)[cH:14][c:15]([C:17](=[O:19])[N:29]1[CH2:24][CH2:25][O:26][CH2:27][CH2:28]1)[s:16]2. Starting materials: OCCO, CC1(C)CNCCS1, [Cl-], [Na+], CC(=O)C1CCC2C3CCC4CC5OC5CC4(C)C3C(=O)CC12C. Yields the product CC(=O)C1CCC2C3CCC4CC(O)C(N5CCSC(C)(C)C5)CC4(C)C3C(=O)CC12C. As a reaction SMILES: [CH2:35]([OH:36])[CH2:37][OH:38].[CH3:1][C:2]1([CH3:8])[S:3][CH2:4][CH2:5][NH:6][CH2:7]1.[Cl-:34].[Na+:33].[O:9]1[CH:10]2[CH:11]1[CH2:12][CH:13]1[CH2:14][CH2:15][CH:16]3[CH:17]4[CH2:18][CH2:19][CH:20]([C:21]([CH3:22])=[O:23])[C:24]4([CH3:32])[CH2:25][C:26](=[O:31])[CH:27]3[C:28]1([CH3:30])[CH2:29]2>>[CH3:1][C:2]1([CH3:8])[S:3][CH2:4][CH2:5][N:6]([CH:10]2[CH:11]([OH:9])[CH2:12][CH:13]3[CH2:14][CH2:15][CH:16]4[CH:17]5[CH2:18][CH2:19][CH:20]([C:21]([CH3:22])=[O:23])[C:24]5([CH3:32])[CH2:25][C:26](=[O:31])[CH:27]4[C:28]3([CH3:30])[CH2:29]2)[CH2:7]1. Reactants: O=C1Cc2cc(Br)ccc2N1, C1CCNCC1, CN(C)CCOc1ccc2[nH]c(C=O)cc2c1, CCO. Yields the product CN(C)CCOc1ccc2[nH]c(C=C3C(=O)Nc4ccc(Br)cc43)cc2c1. RXN SMILES: [Br:1][c:2]1[cH:3][c:4]2[c:8]([cH:9][cH:10]1)[NH:7][C:6](=[O:11])[CH2:5]2.[CH2:29]1[CH2:30][CH2:31][NH:32][CH2:33][CH2:34]1.[CH3:12][N:13]([CH2:14][CH2:15][O:16][c:17]1[cH:18][c:19]2[cH:20][c:21]([CH:26]=[O:27])[nH:22][c:23]2[cH:24][cH:25]1)[CH3:28].[CH3:35][CH2:36][OH:37]>>[Br:1][c:2]1[cH:3][c:4]2[c:8]([cH:9][cH:10]1)[NH:7][C:6](=[O:11])[C:5]2=[CH:26][c:21]1[cH:20][c:19]2[cH:18][c:17]([O:16][CH2:15][CH2:14][N:13]([CH3:12])[CH3:28])[cH:25][cH:24][c:23]2[nH:22]1. Reactants: C1CCOC1, CN(C)c1ccncc1, C1CCC(NC2CCCCC2)CC1, N#CSc1cnc(N)s1. Yields the product N#CSc1cnc(NC(=O)N(C2CCCCC2)C2CCCCC2)s1. Reaction SMILES: [CH2:23]1[CH2:25][CH2:24][CH2:26][O:27]1.[CH3:28][N:29]([c:30]1[cH:31][cH:32][n:33][cH:34][cH:35]1)[CH3:36].[CH:10]1([NH:16][CH:17]2[CH2:18][CH2:19][CH2:20][CH2:21][CH2:22]2)[CH2:11][CH2:12][CH2:13][CH2:14][CH2:15]1.[S:1]([C:2]#[N:3])[c:4]1[cH:5][n:6][c:7]([NH2:9])[s:8]1>>[S:1]([C:2]#[N:3])[c:4]1[cH:5][n:6][c:7]([NH:9][C:26]([N:16]([CH:10]2[CH2:11][CH2:12][CH2:13][CH2:14][CH2:15]2)[CH:17]2[CH2:18][CH2:19][CH2:20][CH2:21][CH2:22]2)=[O:27])[s:8]1.